Dataset: the Open Reaction Database (ORD), a public repository of structured organic reaction records. Task: describe an organic reaction: reactants, conditions, products, and yield Reactants: C(C)OC(=O)N=NC(=O)OCC.C1(=CC=CC=C1)C (azodicarboxylic acid diethyl ester toluene), C1(=CC=CC=C1)P(C1=CC=CC=C1)C1=CC=CC=C1 (triphenyl phosphine), C(#N)C1=C(C=CC=C1)O (2-cyanophenol), C(=O)N1CCN(CC1)CCO (1-Formyl-4-(2-hydroxyethyl)piperazine). Run in O1CCCC1 (tetrahydrofuran). Yields the product C(#N)C1=C(OCCN2CCNCC2)C=CC=C1 (2-(2-Cyanophenoxy)ethylpiperazine). Yield: 23.1%. Reaction SMILES: C([N:3]1[CH2:8][CH2:7][N:6]([CH2:9][CH2:10][OH:11])[CH2:5][CH2:4]1)=O.C1(P(C2C=CC=CC=2)C2C=CC=CC=2)C=CC=CC=1.[C:31]([C:33]1[CH:38]=[CH:37][CH:36]=[CH:35][C:34]=1O)#[N:32].C(OC(N=NC(OCC)=O)=O)C.C1(C)C=CC=CC=1>O1CCCC1>[C:31]([C:33]1[CH:38]=[CH:37][CH:36]=[CH:35][C:34]=1[O:11][CH2:10][CH2:9][N:6]1[CH2:5][CH2:4][NH:3][CH2:8][CH2:7]1)#[N:32] |f:3.4|. Reported procedure: 1-Formyl-4-(2-hydroxyethyl)piperazine (4.95 g) was dissolved in tetrahydrofuran (100 ml), then triphenyl phosphine (10.14 g) and 2-cyanophenol (3.57 g) were added thereto, and 40% azodicarboxylic acid diethyl ester/toluene solution (13.5 ml) was added dropwise thereto, and the title compound (1.60 g) was obtained in the same manner as in Example 47-1).